From a dataset of the Open Reaction Database (ORD), a public repository of structured organic reaction records. describe an organic reaction: reactants, conditions, products, and yield Starting materials: FC1=C(C=CC=C1F)C(CCCCC)O ((2,3-Difluorophenyl)hexan-1-ol), O=P12OP3(=O)OP(=O)(O1)OP(=O)(O2)O3 (phosphorus pentoxide). Reagents/catalysts: [Pd] (palladium-on-charcoal). Yields the product FC1=C(C=CC=C1F)CCCCCC (2,3-Difluoro-1-hexylbenzene). As a reaction SMILES: [F:1][C:2]1[C:7]([F:8])=[CH:6][CH:5]=[CH:4][C:3]=1[CH:9](O)[CH2:10][CH2:11][CH2:12][CH2:13][CH3:14].O=P12OP3(OP(OP(O3)(O1)=O)(=O)O2)=O>[Pd]>[F:1][C:2]1[C:7]([F:8])=[CH:6][CH:5]=[CH:4][C:3]=1[CH2:9][CH2:10][CH2:11][CH2:12][CH2:13][CH3:14]. Procedure: Quantities: compound from Example 17 (52.6 g, 0.25 mol), phosphorus pentoxide (105 g, 0.74 mol) and 5% palladium-on-charcoal (5.8 g). The experimental procedure was as described in Example 22.